This data is from the Open Reaction Database (ORD), a public repository of structured organic reaction records. The task is: describe an organic reaction: reactants, conditions, products, and yield Starting materials: NO (hydroxylamine), C(C)(=O)[O-].[Na+] (sodium acetate), [N+](=O)([O-])C1=CC=C2CCCC(C2=C1)=O (7-nitrotetralone). Run in CO (methanol). Reaction conditions: time 12 hour. Yields the product [N+](=O)([O-])C1=CC=C2CCC(CC2=C1)=NO (7-nitro-2-oximino-tetralin). Isolated yield 96.3%. Reaction SMILES: [N+:1]([C:4]1[CH:13]=[C:12]2[C:7]([CH2:8][CH2:9][CH2:10][C:11]2=O)=[CH:6][CH:5]=1)([O-:3])=[O:2].[NH2:15][OH:16].C([O-])(=O)C.[Na+]>CO>[N+:1]([C:4]1[CH:13]=[C:12]2[C:7]([CH2:8][CH2:9][C:10](=[N:15][OH:16])[CH2:11]2)=[CH:6][CH:5]=1)([O-:3])=[O:2] |f:2.3|. Reported procedure: A solution of 7-nitrotetralone (4.20 g, 22.0 mmol) in methanol (100 mL) was cooled to 0° C., and hydroxylamine (1.68 g, 23.2 mmol) and sodium acetate (3.69 g, 46.4 mmol) were added. The reaction was then stirred at room temperature for 12 h. The methanol was evaporated at reduced pressure and dichloromethane (100 mL) was added. The mixture was washed with water, dried over NaSO4 and evaporated at reduced presure to yield the title compound (4.37 g, 97%). MS (DCI/NH3) m/e 207 [M+H]+. Reactants: IC1=CC=C(C=C1)NC1=NC=CC=N1 (N-(4-iodophenyl)pyrimidin-2-amine), BrCC=C(C)C (1-bromo-3-methylbut-2-ene), [H-].[Na+] (sodium hydride). The product is IC1=CC=C(C=C1)N(C1=NC=CC=N1)CC=C(C)C (N-(4-iodophenyl)-N-(3-methyl-2-butenyl)pyrimidin-2-amine). Yield: 94.9%. As a reaction SMILES: [I:1][C:2]1[CH:7]=[CH:6][C:5]([NH:8][C:9]2[N:14]=[CH:13][CH:12]=[CH:11][N:10]=2)=[CH:4][CH:3]=1.Br[CH2:16][CH:17]=[C:18]([CH3:20])[CH3:19].[H-].[Na+]>>[I:1][C:2]1[CH:3]=[CH:4][C:5]([N:8]([CH2:16][CH:17]=[C:18]([CH3:20])[CH3:19])[C:9]2[N:10]=[CH:11][CH:12]=[CH:13][N:14]=2)=[CH:6][CH:7]=1 |f:2.3|. Reported procedure: In the same manner as in Reference Example 13, N-(4-iodophenyl)pyrimidin-2-amine (150 mg) and 1-bromo-3-methylbut-2-ene (90 mg) were reacted in the presence of sodium hydride to obtain N-(4-iodophenyl)-N-(3-methyl-2-butenyl)pyrimidin-2-amine (175 mg).